Dataset: the Open Reaction Database (ORD), a public repository of structured organic reaction records. Task: describe an organic reaction: reactants, conditions, products, and yield Starting materials: Cl (hydrochloric acid), Cl.COC([C@@H](NC([C@@H](NS(=O)(=O)N1CCOCC1)CC1=CC=CC=C1)=O)CC=1N=C(SC1)N)=O (N-(4-Morpholinylsulfonyl)-L-phenylalanyl-3-(2-amino-4-thiazolyl)-L-alanine methyl ester monohydrochloride), O1CCCC1 (tetrahydrofuran), [OH-].[Na+] (sodium hydroxide). Solvent: O (water), O (water). The product is N1(CCOCC1)S(=O)(=O)N[C@@H](CC1=CC=CC=C1)C(=O)N[C@@H](CC=1N=C(SC1)N)C(=O)O (N-(4-morpholinylsulfonyl)-L-phenylalanyl-3-(2-amino-4-thiazolyl)-L-alanine). Reaction SMILES: Cl.C[O:3][C:4](=[O:34])[C@H:5]([CH2:27][C:28]1[N:29]=[C:30]([NH2:33])[S:31][CH:32]=1)[NH:6][C:7](=[O:26])[C@H:8]([CH2:19][C:20]1[CH:25]=[CH:24][CH:23]=[CH:22][CH:21]=1)[NH:9][S:10]([N:13]1[CH2:18][CH2:17][O:16][CH2:15][CH2:14]1)(=[O:12])=[O:11].O1CCCC1.[OH-].[Na+].Cl>O>[N:13]1([S:10]([NH:9][C@H:8]([C:7]([NH:6][C@H:5]([C:4]([OH:34])=[O:3])[CH2:27][C:28]2[N:29]=[C:30]([NH2:33])[S:31][CH:32]=2)=[O:26])[CH2:19][C:20]2[CH:21]=[CH:22][CH:23]=[CH:24][CH:25]=2)(=[O:11])=[O:12])[CH2:18][CH2:17][O:16][CH2:15][CH2:14]1 |f:0.1,3.4|. Procedure details: N-(4-Morpholinylsulfonyl)-L-phenylalanyl-3-(2-amino-4-thiazolyl)-L-alanine methyl ester monohydrochloride, 2057.6 g, and 6 L of tetrahydrofuran are charged into a 50 L reactor and stirred to a thick slurry at 0° to 5° C. A solution of 456 g of sodium hydroxide in 11.4 L of water is added over 2 hours at 0° to 5° C. After stirring the reaction mixture for 30 minutes, a solution of 630.8 mL of concentrated hydrochloric acid in 7.6 L of water is added over 2 hours at 0° to 5° C. The product precipi... Reactants: O=C([O-])[O-], O=C(OCc1ccccc1)N1CCc2ccccc2C1c1cc(Cl)ccc1O, CS(=O)(=O)OCc1cc(OCc2ccccc2)no1, CC#N, CC#N, [K+], [K+], O. Yields the product O=C(OCc1ccccc1)N1CCc2ccccc2C1c1cc(Cl)ccc1OCc1cc(OCc2ccccc2)no1. Reaction SMILES: [C:29](=[O:30])([O-:31])[O-:32].[CH2:1]([c:2]1[cH:3][cH:4][cH:5][cH:6][cH:7]1)[O:8][C:9](=[O:10])[N:11]1[CH:12]([c:21]2[c:22]([OH:28])[cH:23][cH:24][c:25]([Cl:27])[cH:26]2)[c:13]2[cH:14][cH:15][cH:16][cH:17][c:18]2[CH2:19][CH2:20]1.[CH2:35]([c:36]1[cH:37][cH:38][cH:39][cH:40][cH:41]1)[O:42][c:43]1[n:44][o:45][c:46]([CH2:48][O:49][S:50]([CH3:51])(=[O:52])=[O:53])[cH:47]1.[CH3:54][C:55]#[N:56].[CH3:57][C:58]#[N:59].[K+:33].[K+:34].[OH2:60]>>[CH2:1]([c:2]1[cH:3][cH:4][cH:5][cH:6][cH:7]1)[O:8][C:9](=[O:10])[N:11]1[CH:12]([c:21]2[c:22]([O:28][CH2:48][c:46]3[o:45][n:44][c:43]([O:42][CH2:35][c:36]4[cH:37][cH:38][cH:39][cH:40][cH:41]4)[cH:47]3)[cH:23][cH:24][c:25]([Cl:27])[cH:26]2)[c:13]2[cH:14][cH:15][cH:16][cH:17][c:18]2[CH2:19][CH2:20]1. Reactants: BrBr (bromine), ice water, C1=CC(=CC=C1CO)O (p-hydroxybenzyl alcohol). The solvent is C1=CC=CC=C1 (benzene). Conditions: time 2 hour. Yields the product OC1=CC=C(CBr)C=C1 (p-hydroxybenzyl bromide). RXN SMILES: [Br:1]Br.[CH:3]1[C:8]([CH2:9]O)=[CH:7][CH:6]=[C:5]([OH:11])[CH:4]=1>C1C=CC=CC=1>[OH:11][C:5]1[CH:6]=[CH:7][C:8]([CH2:9][Br:1])=[CH:3][CH:4]=1. Procedure: Dried bromine gas (Br2) was blown through a mixed solution of 33 g of p-hydroxybenzyl alcohol ##STR133## and 900 ml of benzene for 2 hours while cooling the solution with ice water. Thereafter, the solution was stirred for 2 hours, and then distilled to obtain p-hydroxybenzyl bromide ##STR134## The boiling point of this compound was 125°-126° C./15 mmHg. Starting materials: C=CCOC(=O)C=O, CC(=O)SC1CC(=O)N1, O, c1ccccc1. The product is C=CCOC(=O)C(O)N1C(=O)CC1SC(C)=O. As a reaction SMILES: [C:11]([CH:12]=[O:13])(=[O:14])[O:15][CH2:16][CH:17]=[CH2:18].[C:1]([CH3:2])(=[O:3])[S:4][CH:5]1[CH2:6][C:7](=[O:9])[NH:8]1.[OH2:10].[cH:19]1[cH:20][cH:21][cH:22][cH:23][cH:24]1>>[C:1]([CH3:2])(=[O:3])[S:4][CH:5]1[CH2:6][C:7](=[O:9])[N:8]1[CH:12]([C:11](=[O:14])[O:15][CH2:16][CH:17]=[CH2:18])[OH:13]. The reactants are OC1=C(C=NC=2CCC(CC12)CC)C(=O)OCC (ethyl 4-hydroxy-6-ethyl-5,6,7,8-tetrahydroquinoline-3-carboxylate), P(=O)(Cl)(Cl)Cl (phosphorus oxychloride). Yields the product ClC1=C(C=NC=2CCC(CC12)CC)C(=O)OCC (ethyl 4-chloro-6-ethyl-5,6,7,8-tetrahydroquinoline-3-carboxylate). Reaction SMILES: O[C:2]1[C:11]2[CH2:10][CH:9]([CH2:12][CH3:13])[CH2:8][CH2:7][C:6]=2[N:5]=[CH:4][C:3]=1[C:14]([O:16][CH2:17][CH3:18])=[O:15].P(Cl)(Cl)([Cl:21])=O>>[Cl:21][C:2]1[C:11]2[CH2:10][CH:9]([CH2:12][CH3:13])[CH2:8][CH2:7][C:6]=2[N:5]=[CH:4][C:3]=1[C:14]([O:16][CH2:17][CH3:18])=[O:15]. Procedure details: A solution of 3.5 g of ethyl 4-hydroxy-6-ethyl-5,6,7,8-tetrahydroquinoline-3-carboxylate in 35 ml phosphorus oxychloride is heated to reflux under nitrogen for five hours. The POCl3 is removed under vacuum, the residue is dissolved in CHCl3, and the solution is washed with cold 2N NaOH, saturated NaCl, then dried over anhydrous MgSO4, and evaporated to dryness. The crude product is purified through a short column of silica gel eluting with EtOAc. Removal of solvent under vacuum affords ethyl 4-c... The reactants are C(C)(=O)[O-].[Na+] (Sodium acetate), C([O-])(O)=O.[Na+] (sodium bicarbonate), C(C)(C)(C)OC(=O)N1CCN(CC1)C1=C2N=C(N(C2=NC=N1)CC1=C(C=CC=C1)C#N)Cl (4-[8-chloro-9-(2-cyanobenzyl)-9H-purin-6-yl]-piperazine-1-carboxylic acid t-butyl ester). The solvent is CS(=O)C (dimethylsulfoxide). Conditions: temperature 135 celsius. Product: C(C)(C)(C)OC(=O)N1CCN(CC1)C1=C2NC(N(C2=NC=N1)CC1=C(C=CC=C1)C#N)=O (4-[9-(2-Cyanobenzyl)-8-oxo-8,9-dihydro-7H-purin-6-yl]-piperazine-1-carboxylic acid t-butyl ester). Yield: 45.9%. Reaction SMILES: C([O-])(=[O:3])C.[Na+].C(=O)(O)[O-].[Na+].[C:11]([O:15][C:16]([N:18]1[CH2:23][CH2:22][N:21]([C:24]2[N:32]=[CH:31][N:30]=[C:29]3[C:25]=2[N:26]=[C:27](Cl)[N:28]3[CH2:33][C:34]2[CH:39]=[CH:38][CH:37]=[CH:36][C:35]=2[C:40]#[N:41])[CH2:20][CH2:19]1)=[O:17])([CH3:14])([CH3:13])[CH3:12]>CS(C)=O>[C:11]([O:15][C:16]([N:18]1[CH2:23][CH2:22][N:21]([C:24]2[N:32]=[CH:31][N:30]=[C:29]3[C:25]=2[NH:26][C:27](=[O:3])[N:28]3[CH2:33][C:34]2[CH:39]=[CH:38][CH:37]=[CH:36][C:35]=2[C:40]#[N:41])[CH2:20][CH2:19]1)=[O:17])([CH3:14])([CH3:13])[CH3:12] |f:0.1,2.3|. Procedure: Sodium acetate (0.168 g) and sodium bicarbonate (0.100 g) were added to a solution of 4-[8-chloro-9-(2-cyanobenzyl)-9H-purin-6-yl]-piperazine-1-carboxylic acid t-butyl ester (0.100 g) in dimethylsulfoxide (3 mL). This was then heated at 135° C. for 45 hours. The reaction solution was filtered, and then directly loaded onto a column for purification by reverse phase high performance liquid chromatography to give the title compound (0.044 g).